From a dataset of the Open Reaction Database (ORD), a public repository of structured organic reaction records. describe an organic reaction: reactants, conditions, products, and yield Starting materials: C1CCOC1, COc1ccc(Cl)cc1S(=O)(=O)Cl, O, c1ccc(P(c2ccccc2)c2ccccc2)cc1. Yields the product COc1ccc(Cl)cc1S. RXN SMILES: [CH2:33]1[O:34][CH2:35][CH2:36][CH2:37]1.[Cl:20][c:21]1[cH:22][cH:23][c:24]([O:31][CH3:32])[c:25]([S:27]([Cl:28])(=[O:29])=[O:30])[cH:26]1.[OH2:38].[c:1]1([P:2]([c:3]2[cH:4][cH:5][cH:6][cH:7][cH:8]2)[c:9]2[cH:10][cH:11][cH:12][cH:13][cH:14]2)[cH:15][cH:16][cH:17][cH:18][cH:19]1>>[Cl:20][c:21]1[cH:22][cH:23][c:24]([O:31][CH3:32])[c:25]([SH:27])[cH:26]1.